From a dataset of the Open Reaction Database (ORD), a public repository of structured organic reaction records. describe an organic reaction: reactants, conditions, products, and yield Starting materials: NC=1SC(=C(N1)C)C(=O)OCC (ethyl 2-amino-4-methylthiazole-5-carboxylate), N1=CC=CC=C1 (pyridine), C(C1=CC=CC=C1)(=O)Cl (benzoyl chloride). The solvent is ClCCl (dichloromethane). Conditions: time 18 hour. Product: C(C1=CC=CC=C1)(=O)NC=1SC(=C(N1)C)C(=O)OCC (Ethyl 2-Benzamido-4-methylthiazole-5-carboxylate). Isolated yield 97.0%. RXN SMILES: [NH2:1][C:2]1[S:3][C:4]([C:8]([O:10][CH2:11][CH3:12])=[O:9])=[C:5]([CH3:7])[N:6]=1.N1C=CC=CC=1.[C:19](Cl)(=[O:26])[C:20]1[CH:25]=[CH:24][CH:23]=[CH:22][CH:21]=1>ClCCl>[C:19]([NH:1][C:2]1[S:3][C:4]([C:8]([O:10][CH2:11][CH3:12])=[O:9])=[C:5]([CH3:7])[N:6]=1)(=[O:26])[C:20]1[CH:25]=[CH:24][CH:23]=[CH:22][CH:21]=1. Procedure: To a solution of ethyl 2-amino-4-methylthiazole-5-carboxylate (2.00 g, 10.00 mmol) in anhydrous dichloromethane (40 mL) was added pyridine (2.50 g, 32.00 mmol), followed by the addition of benzoyl chloride (1.90 g, 13.00 mmol) dropwise. The reaction mixture was stirred at ambient temperature for 18 h, then washed sequentially with 1 N hydrochloric acid (15 mL), saturated aqueous sodium bicarbonate (2×15 mL), and water (15 mL), dried over anhydrous sodium sulfate and filtered. The filtrate was co... Reactants: OOS(=O)[O-].[K+] (Oxone), sulfoxide, [OH-].[Na+] (NaOH), FC1=CC=C(C=C1)S (4-fluorothiophenol), ClCC(C)=O (chloroacetone). The solvent is CO (methanol). Run at temperature 0 celsius, time 5 minute. Product: FC1=CC=C(C=C1)S(=O)(=O)CC(C)=O (1-(4-fluorophenylsulfonyl)propan-2-one). RXN SMILES: [OH-].[Na+].[F:3][C:4]1[CH:9]=[CH:8][C:7](S)=[CH:6][CH:5]=1.Cl[CH2:12][C:13](=[O:15])[CH3:14].O[O:17][S:18]([O-:20])=O.[K+]>CO>[F:3][C:4]1[CH:9]=[CH:8][C:7]([S:18]([CH2:12][C:13](=[O:15])[CH3:14])(=[O:20])=[O:17])=[CH:6][CH:5]=1 |f:0.1,4.5|. Procedure: NaOH (1.0M, 40.5 mL, 40.5 mmol) was added at 0° C. to a solution of 4-fluorothiophenol (5.20 g, 40.5 mmol) in methanol (100 mL) followed by addition of chloroacetone (3.87 mL, 48.6 mmol). The reaction was stirred at 0° C. for 5 minutes. Oxone (50 g, 81 mmol) was added all at once. The suspension was stirred at 0° C. and monitored by LC-MS until there was no sulfoxide (reaction intermediate) observed. The reaction was filtered and solid washed with diethyl ether. Most organic solvents were remove... As a reaction SMILES: [CH2:10]=[O:11].[CH3:15][OH:16].[H:12][H:13].[OH2:14].[OH:1][CH:2]1[CH2:3][NH:4][CH:5]([C:7]([OH:8])=[O:9])[CH2:6]1>>[OH:1][CH:2]1[CH2:3][N:4]([CH3:10])[CH:5]([C:7]([OH:8])=[O:9])[CH2:6]1. Product: CN1CC(O)CC1C(=O)O. The reactants are C=O, CO, [H][H], O, O=C(O)C1CC(O)CN1. Reactants: [Br-], BrCCc1ccc2ncccc2c1, CCCC[N+](CCCC)(CCCC)CCCC, [K+], [OH-], O, O=c1ccc(-c2ccccc2)n[nH]1, c1ccccc1. Product: O=c1ccc(-c2ccccc2)nn1CCc1ccc2ncccc2c1. Reaction SMILES: [Br-:36].[Br:1][CH2:2][CH2:3][c:4]1[cH:5][c:6]2[cH:7][cH:8][cH:9][n:10][c:11]2[cH:12][cH:13]1.[CH3:37][CH2:38][CH2:39][CH2:40][N+:41]([CH2:42][CH2:43][CH2:44][CH3:45])([CH2:46][CH2:47][CH2:48][CH3:49])[CH2:50][CH2:51][CH2:52][CH3:53].[K+:28].[OH-:27].[OH2:29].[c:14]1(-[c:20]2[cH:21][cH:22][c:23](=[O:26])[nH:24][n:25]2)[cH:15][cH:16][cH:17][cH:18][cH:19]1.[cH:30]1[cH:31][cH:32][cH:33][cH:34][cH:35]1>>[CH2:2]([CH2:3][c:4]1[cH:5][c:6]2[cH:7][cH:8][cH:9][n:10][c:11]2[cH:12][cH:13]1)[n:24]1[c:23](=[O:26])[cH:22][cH:21][c:20](-[c:14]2[cH:15][cH:16][cH:17][cH:18][cH:19]2)[n:25]1.